This data is from the Open Reaction Database (ORD), a public repository of structured organic reaction records. The task is: describe an organic reaction: reactants, conditions, products, and yield Starting materials: FC(C1=CC(=C(C=C1)N)N)(F)F (4-trifluoromethyl-1,2-phenylenediamine), C(=O)(N1C=NC=C1)N1C=NC=C1 (1,1′-carbonyldiimidazole). Run in C1CCOC1 (THF). Conditions: time 16 hour. Yields the product FC(C1=CC2=C(NC(N2)=O)C=C1)(F)F (5-Trifluoromethyl-1,3-dihydrobenzoimidazol-2-one). As a reaction SMILES: [F:1][C:2]([F:12])([F:11])[C:3]1[CH:8]=[CH:7][C:6]([NH2:9])=[C:5]([NH2:10])[CH:4]=1.[C:13](N1C=CN=C1)(N1C=CN=C1)=[O:14]>C1COCC1>[F:1][C:2]([F:11])([F:12])[C:3]1[CH:8]=[CH:7][C:6]2[NH:9][C:13](=[O:14])[NH:10][C:5]=2[CH:4]=1. Procedure details: A mixture of 4-trifluoromethyl-1,2-phenylenediamine (8.8 g, 50 mmol, Lancaster) and 1,1′-carbonyldiimidazole (9.0 g, 55 mmol, Aldrich) in THF (50 mL) was stirred at room temperature for 16 h. The solvent was removed in vacuo and the residue was purified by silica gel chromatography, eluting with EtOAc to give the title compound. MS (ESI, pos. ion) m/z: 203 (M+1). Starting materials: CC#N, [Na+], [Na+], COCCCCn1c(C(=O)N(CC(C)C)C2CC(CO)CN(C(=O)OC(C)(C)C)C2)nc2ccccc21, O=S([O-])([O-])=S. Product: COCCCCn1c(C(=O)N(CC(C)C)C2CC(C=O)CN(C(=O)OC(C)(C)C)C2)nc2ccccc21. RXN SMILES: [CH3:45][C:46]#[N:47].[Na+:43].[Na+:44].[OH:1][CH2:2][CH:3]1[CH2:4][N:5]([C:31](=[O:32])[O:33][C:34]([CH3:35])([CH3:36])[CH3:37])[CH2:6][CH:7]([N:9]([CH2:10][CH:11]([CH3:12])[CH3:13])[C:14](=[O:15])[c:16]2[n:17][c:18]3[c:19]([n:20]2[CH2:21][CH2:22][CH2:23][CH2:24][O:25][CH3:26])[cH:27][cH:28][cH:29][cH:30]3)[CH2:8]1.[S:38]([O-:39])([O-:40])(=[O:41])=[S:42]>>[O:1]=[CH:2][CH:3]1[CH2:4][N:5]([C:31](=[O:32])[O:33][C:34]([CH3:35])([CH3:36])[CH3:37])[CH2:6][CH:7]([N:9]([CH2:10][CH:11]([CH3:12])[CH3:13])[C:14](=[O:15])[c:16]2[n:17][c:18]3[c:19]([n:20]2[CH2:21][CH2:22][CH2:23][CH2:24][O:25][CH3:26])[cH:27][cH:28][cH:29][cH:30]3)[CH2:8]1. Reactants: C([O-])([O-])=O.[K+].[K+] (potassium carbonate), 47.4, [OH-].[K+] (potassium hydroxide), C(C)Cl (ethyl chloride), N(C(=O)C)C1=C(C=CC2=CC(=CC=C12)S(=O)(=O)O)O (1-acetamino-2-hydroxy-naphthalene-6-sulphonic acid). Run in O (water), CO (methanol). The product is NC1=C(C=CC2=CC(=CC=C12)S(=O)(=O)O)OCC (1-amino-2-ethoxy-naphthalene-6-sulphonic acid), N(C(=O)C)C1=C(C=CC2=CC(=CC=C12)S(=O)(=O)O)O (1-acetamino-2-hydroxy-naphthalene-6-sulphonic acid), OC1=CC2=CC=C(C=C2C=C1)S(=O)(=O)O (2-hydroxy-naphthalene-6-sulphonic acid). As a reaction SMILES: [NH:1]([C:5]1[C:14]2[C:9](=[CH:10][C:11]([S:15]([OH:18])(=[O:17])=[O:16])=[CH:12][CH:13]=2)[CH:8]=[CH:7][C:6]=1[OH:19])[C:2]([CH3:4])=[O:3].C(=O)([O-])[O-].[K+].[K+].[OH-].[K+].[CH2:28](Cl)[CH3:29]>O.CO>[NH2:1][C:5]1[C:14]2[C:9](=[CH:10][C:11]([S:15]([OH:18])(=[O:16])=[O:17])=[CH:12][CH:13]=2)[CH:8]=[CH:7][C:6]=1[O:19][CH2:28][CH3:29].[NH:1]([C:5]1[C:14]2[C:9](=[CH:10][C:11]([S:15]([OH:18])(=[O:16])=[O:17])=[CH:12][CH:13]=2)[CH:8]=[CH:7][C:6]=1[OH:19])[C:2]([CH3:4])=[O:3].[OH:19][C:6]1[CH:7]=[CH:8][C:9]2[C:14](=[CH:13][CH:12]=[C:11]([S:15]([OH:18])(=[O:16])=[O:17])[CH:10]=2)[CH:5]=1 |f:1.2.3,4.5|. Procedure details: 12.5 parts of 1-acetamino-2-hydroxy-naphthalene-6-sulphonic acid (67.5% pure=8.5 parts of 100% pure), prepared according to Example 4, and 4.2 parts of potassium carbonate are suspended in a mixture of 47.4 parts by weight of methanol and 9.0 parts by weight of water in an autoclave. After heating the autoclave, 6.2 parts of 25% strength potassium hydroxide solution and 5.8 parts of ethyl chloride are simultaneously metered in at 120° C. The reaction mixture is worked up analogously to Example 1... Starting materials: C[C@@]1([C@@H](O[C@@H]([C@H]1OC)CO)N1C=NC=2C(N)=NC=NC12)O (2',3'-O-dimethyladenosine), CI (methyl iodide). Run in CC(C(=O)N)C (dimethylacetoamide). Reaction conditions: time 8 hour. Product: CNC=1C=2N=CN([C@H]3[C@](O)([C@H](OC)[C@@H](CO)O3)C)C2N=CN1 (N6,2',3'-O-trimethyladenosine). RXN SMILES: [CH3:1][C@@:2]1([OH:21])[C@H:6]([O:7][CH3:8])[C@@H:5]([CH2:9][OH:10])[O:4][C@H:3]1[N:11]1[C:20]2[N:19]=[CH:18][N:17]=[C:15]([NH2:16])[C:14]=2[N:13]=[CH:12]1.[CH3:22]I>CC(C)C(N)=O>[CH3:22][NH:16][C:15]1[C:14]2[N:13]=[CH:12][N:11]([C:20]=2[N:19]=[CH:18][N:17]=1)[C@@H:3]1[O:4][C@H:5]([CH2:9][OH:10])[C@@H:6]([O:7][CH3:8])[C@@:2]1([CH3:1])[OH:21]. Procedure: 2 g of the compound obtained in Example 2 and 2 ml of methyl iodide were dissolved in dimethylacetoamide, and stirred overnight at room temperature. The reaction mixture was concentrated to dryness under reduced pressure and 10 ml of 2N sodium hydroxide solution was added thereto. The solution was refluxed for one hour with heating. After cooling to room temperature, the solution was neutralized with 2N HCl and applied on Amberlite XAD-7 column. The column was washed with water and eluted with 5... The reactants are C(=O)([O-])C(O)C(O)C(=O)[O-].[K+].[Na+] (sodium-potassium tartrate), CN1N=C2C=C(C=CC2=C1)N (2-methyl-2H-indazol-6-ylamine), C[Al](C)C (trimethylaluminium), C1(=CC=CC=C1)C (toluene), COC(C1=C(N=CC=C1)NCC1=CC(=NC=C1)NC(=O)NC)=O (2-{[2-(3-methyl-ureido)-pyridin-4-ylmethyl]-amino}-nicotinic acid methyl ester). The solvent is ClCCCl (DCE), ClCCCl (DCE). Conditions: temperature 85 celsius. Product: CN1N=C2C=C(C=CC2=C1)NC(C1=C(N=CC=C1)NCC1=CC(=NC=C1)NC(=O)NC)=O (N-(2-methyl-2H-indazol-6-yl)-2-{[2-(3-methyl-ureido)-pyridin-4-ylmethyl]-amino}-nicotinamide). The yield is 52.9%. Reaction SMILES: [CH3:1][N:2]1[CH:10]=[C:9]2[C:4]([CH:5]=[C:6]([NH2:11])[CH:7]=[CH:8]2)=[N:3]1.C[Al](C)C.C1(C)C=CC=CC=1.C[O:24][C:25](=O)[C:26]1[CH:31]=[CH:30][CH:29]=[N:28][C:27]=1[NH:32][CH2:33][C:34]1[CH:39]=[CH:38][N:37]=[C:36]([NH:40][C:41]([NH:43][CH3:44])=[O:42])[CH:35]=1.C(C(C(C([O-])=O)O)O)([O-])=O.[K+].[Na+]>ClCCCl>[CH3:1][N:2]1[CH:10]=[C:9]2[C:4]([CH:5]=[C:6]([NH:11][C:25](=[O:24])[C:26]3[CH:31]=[CH:30][CH:29]=[N:28][C:27]=3[NH:32][CH2:33][C:34]3[CH:39]=[CH:38][N:37]=[C:36]([NH:40][C:41]([NH:43][CH3:44])=[O:42])[CH:35]=3)[CH:7]=[CH:8]2)=[N:3]1 |f:4.5.6|. Procedure details: A suspension of 2-methyl-2H-indazol-6-ylamine [Davies J. Chem. Soc.; 1955; 2412-2419] (809 mg, 5.5 mmol) in DCE (13.5 mL) was treated at 0° C. consecutively with, trimethylaluminium (2 M) in toluene (4.23 mL, 8.46 mmol), 2-{[2-(3-methyl-ureido)-pyridin-4-ylmethyl]-amino}-nicotinic acid methyl ester (1.34 g, 4.23 mmol) and DCE (20 mL). The reaction mixture was placed under a nitrogen atmosphere and heated for 10 hours at 85° C. (bath temperature). On cooling the reaction was poured into aqueous s... Reactants: C(CCC\C=C/CC=CCC=CCC=CCCCCC)(=O)NCCOP(=O)=O (N-(cis-5,8,11,14-eicosatetraenoyl)-O-phospho-2-aminoethanol), C(CCCCCCC\C=C/CC=CCC=CCC)(=O)O (cis-9,12,15-octadecatrienoic acid). Yields the product C(CCCCCCC\C=C/CC=CCC=CCC)(=O)NCCOP(=O)=O (N-(cis-9,12,15-octadecatrienoyl)-O-phospho-2-aminoethanol). As a reaction SMILES: [C:1]([NH:22][CH2:23][CH2:24][O:25][P:26](=[O:28])=[O:27])(=[O:21])[CH2:2][CH2:3][CH2:4]/[CH:5]=[CH:6]\[CH2:7][CH:8]=[CH:9][CH2:10][CH:11]=[CH:12][CH2:13][CH:14]=[CH:15][CH2:16][CH2:17][CH2:18]CC.C(O)(=O)CCCCCCC/C=C\CC=CCC=CCC>>[C:1]([NH:22][CH2:23][CH2:24][O:25][P:26](=[O:28])=[O:27])(=[O:21])[CH2:2][CH2:3][CH2:4][CH2:5][CH2:6][CH2:7][CH2:8]/[CH:9]=[CH:10]\[CH2:11][CH:12]=[CH:13][CH2:14][CH:15]=[CH:16][CH2:17][CH3:18]. Procedure: This compound was prepared as described above for (5), using 0.5 mmol (139 mg) of cis-9,12,15-octadecatrienoic acid; yield 80 mg, (40%); Rf 0.10-0.15 (system B); 1H-NMR (CD3SOCD3, 200 MHz) δ0.9-1.0 (t, 8H, ω-CH3); 1.3(s, 8H, 4CH2); 1.4-1.5(br, s, 2H, CH2CH2CO); 2.0-2.2 (m, 6H, CH2CO and 2CH2CH═CH); 2.7-2.9 (br s, 4H, 2HC═CH—CH2—CH═CH); 3.1-3.2 (br s, 2H, CH2NH); 3.7-3.8 (br s, 2H, CH2OP); 5.2-5.4 (br s, 6H, 3HC═CH); 8.2-8.4 (m, 3H, NH and 2POH).